Dataset: the Open Reaction Database (ORD), a public repository of structured organic reaction records. Task: describe an organic reaction: reactants, conditions, products, and yield Starting materials: O=C([O-])[O-], CCOC(=O)Cn1ccc2ccc(O)cc21, CC(C)=O, Cc1c(-c2ccc(Cl)cc2)nn(C)c1CCl, [Cs+], [Cs+], [I-], [K+]. Yields the product CCOC(=O)Cn1ccc2ccc(OCc3c(C)c(-c4ccc(Cl)cc4)nn3C)cc21. Reaction SMILES: [C:33](=[O:34])([O-:35])[O-:36].[CH2:1]([CH3:2])[O:3][C:4]([CH2:5][n:6]1[cH:7][cH:8][c:9]2[cH:10][cH:11][c:12]([OH:15])[cH:13][c:14]12)=[O:16].[CH3:41][C:42](=[O:43])[CH3:44].[Cl:17][CH2:18][c:19]1[c:20]([CH3:32])[c:21](-[c:25]2[cH:26][cH:27][c:28]([Cl:31])[cH:29][cH:30]2)[n:22][n:23]1[CH3:24].[Cs+:37].[Cs+:38].[I-:40].[K+:39]>>[CH2:1]([CH3:2])[O:3][C:4]([CH2:5][n:6]1[cH:7][cH:8][c:9]2[cH:10][cH:11][c:12]([O:15][CH2:18][c:19]3[c:20]([CH3:32])[c:21](-[c:25]4[cH:26][cH:27][c:28]([Cl:31])[cH:29][cH:30]4)[n:22][n:23]3[CH3:24])[cH:13][c:14]12)=[O:16]. The reactants are Br.[NH+]1=CC=CC=C1 (pyridinium hydrobromide), BrC1=CC(=NC=C1OC)OC (4-bromo-2,5-dimethoxypyridine). Run in CN(C=O)C (dimethylformamide). Run at temperature 100 celsius, time 3 hour. The product is BrC1=CC(NC=C1OC)=O (4-Bromo-5-methoxypyridin-2(1H)-one). RXN SMILES: Br.[NH+]1C=CC=CC=1.[Br:8][C:9]1[C:14]([O:15][CH3:16])=[CH:13][N:12]=[C:11]([O:17]C)[CH:10]=1>CN(C)C=O>[Br:8][C:9]1[C:14]([O:15][CH3:16])=[CH:13][NH:12][C:11](=[O:17])[CH:10]=1 |f:0.1|. Procedure: 2.82 g (176 mmol, 20 eq.) of pyridinium hydrobromide were added to a solution of 1.94 g (8.81 mmol) of 4-bromo-2,5-dimethoxypyridine in 80 ml of dimethylformamide, the mixture was stirred at 100° C. for 3 h and concentrated under reduced pressure. The residue was triturated with 50 ml of water, filtered off, washed with water and dried under reduced pressure. The filtrate was extracted twice with dichloromethane/methanol (10:1). The combined organic phases were dried (sodium sulphate), filtered,... Starting materials: crude product, C(C)OC(=O)C1=NN(C(=C1C(=O)OCC)N)C1=CC=CC=C1 (5-amino-1-phenyl-1H-pyrazole-3,4-dicarboxylic acid diethyl ester), BrC1=CC=C(C(=NC2=CC=C(C=C2)Cl)Cl)C=C1 (4-bromo-N-(4-chloro-phenyl)-benzimidoyl chloride). Product: BrC1=CC=C(C=C1)C=1N(C(C2=C(N1)N(N=C2C(=O)O)C2=CC=CC=C2)=O)C2=CC=C(C=C2)Cl (6-(4-bromo-phenyl)-5-(4-chloro-phenyl)-4-oxo-1-phenyl-4,5-dihydro-1H-pyrazolo[3,4-d]pyrimidine-3-carboxylic acid), C(C)OC(=O)C1=NN(C=2N=C(N(C(C21)=O)C2=CC=C(C=C2)Cl)C2=CC=C(C=C2)Br)C2=CC=CC=C2 (6-(4 bromo-phenyl)-5-(4-chloro-phenyl)-4-oxo-1-phenyl-4,5-dihydro-1H-pyrazolo[3,4-d]pyrimidine-3-carboxylic acid ethyl ester). Reaction SMILES: [CH2:1]([O:3][C:4]([C:6]1[C:10]([C:11]([O:13]CC)=[O:12])=[C:9]([NH2:16])[N:8]([C:17]2[CH:22]=[CH:21][CH:20]=[CH:19][CH:18]=2)[N:7]=1)=[O:5])[CH3:2].[Br:23][C:24]1[CH:39]=[CH:38][C:27]([C:28](Cl)=[N:29][C:30]2[CH:35]=[CH:34][C:33]([Cl:36])=[CH:32][CH:31]=2)=[CH:26][CH:25]=1>>[Br:23][C:24]1[CH:25]=[CH:26][C:27]([C:28]2[N:29]([C:30]3[CH:35]=[CH:34][C:33]([Cl:36])=[CH:32][CH:31]=3)[C:11](=[O:13])[C:10]3[C:6]([C:4]([OH:3])=[O:5])=[N:7][N:8]([C:17]4[CH:18]=[CH:19][CH:20]=[CH:21][CH:22]=4)[C:9]=3[N:16]=2)=[CH:38][CH:39]=1.[CH2:1]([O:3][C:4]([C:6]1[C:10]2[C:11](=[O:12])[N:29]([C:30]3[CH:35]=[CH:34][C:33]([Cl:36])=[CH:32][CH:31]=3)[C:28]([C:27]3[CH:38]=[CH:39][C:24]([Br:23])=[CH:25][CH:26]=3)=[N:16][C:9]=2[N:8]([C:17]2[CH:22]=[CH:21][CH:20]=[CH:19][CH:18]=2)[N:7]=1)=[O:5])[CH3:2]. Reported procedure: 6-(4-Bromo-phenyl)-5-(4-chloro-phenyl)-4-oxo-1-phenyl-4,5-dihydro-1H-pyrazolo[3,4-d]pyrimidine-3-carboxylic acid is prepared from 5-amino-1-phenyl-1H-pyrazole-3,4-dicarboxylic acid diethyl ester and 4-bromo-N-(4-chloro-phenyl)-benzimidoyl chloride by following a similar procedure as described in example 2 except that the reaction mixture is heated at 170° C. in a microwave for 45 min instead of 20 min. the crude product is purified by preparative LC/MS to yield 6-(4-bromo-phenyl)-5-(4-chloro-phe... The reactants are FC(C(F)(F)F)(C1=NNC(=C1C(F)(F)F)C(=O)O)F (3-(pentafluoroethyl)-4-(trifluoromethyl)-1H-pyrazol-5-carboxylic acid), CO (methanol), S(=O)(Cl)Cl (thionyl chloride). Product: FC(C(F)(F)F)(C1=NNC(=C1C(F)(F)F)C(=O)OC)F (Methyl 3-(pentafluoroethyl)-4-(trifluoromethyl)-1H-pyrazole-5-carboxylate). As a reaction SMILES: [F:1][C:2]([F:19])([C:7]1[C:11]([C:12]([F:15])([F:14])[F:13])=[C:10]([C:16]([OH:18])=[O:17])[NH:9][N:8]=1)[C:3]([F:6])([F:5])[F:4].S(Cl)(Cl)=O.[CH3:24]O>>[F:19][C:2]([F:1])([C:7]1[C:11]([C:12]([F:15])([F:14])[F:13])=[C:10]([C:16]([O:18][CH3:24])=[O:17])[NH:9][N:8]=1)[C:3]([F:6])([F:5])[F:4]. Procedure details: 0.8 g (2.6 mmol) of 3-(pentafluoroethyl)-4-(trifluoromethyl)-1H-pyrazol-5-carboxylic acid are dissolved in 15.0 ml of methanol and then slowly admixed dropwise with 0.58 ml (7.9 mmol) of thionyl chloride. The reaction solution is then heated under reflux for 16 hours. After cooling, the solvent is removed under reduced pressure on a rotary evaporator and the residue is taken up in ethyl acetate. The organic phase is carefully admixed with saturated sodium hydrogencarbonate solution. The organic ... Starting materials: B, Cl, CCCCCCCCCCCCCCCC(=O)Nc1ccc(C(=O)OCC)cc1F, C1CCOC1. Yields the product CCCCCCCCCCCCCCCCNc1ccc(C(=O)OCC)cc1F. As a reaction SMILES: [BH3:31].[ClH:32].[F:1][c:2]1[cH:3][c:4]([C:5](=[O:6])[O:7][CH2:8][CH3:9])[cH:10][cH:11][c:12]1[NH:13][C:14]([CH2:15][CH2:16][CH2:17][CH2:18][CH2:19][CH2:20][CH2:21][CH2:22][CH2:23][CH2:24][CH2:25][CH2:26][CH2:27][CH2:28][CH3:29])=[O:30].[O:33]1[CH2:34][CH2:35][CH2:36][CH2:37]1>>[F:1][c:2]1[cH:3][c:4]([C:5](=[O:6])[O:7][CH2:8][CH3:9])[cH:10][cH:11][c:12]1[NH:13][CH2:14][CH2:15][CH2:16][CH2:17][CH2:18][CH2:19][CH2:20][CH2:21][CH2:22][CH2:23][CH2:24][CH2:25][CH2:26][CH2:27][CH2:28][CH3:29]. Reactants: CC(C)(C)OC(=O)NN, CCCCCC, O=C1C2CC3CC(C2)CC1C3. The product is CC(C)(C)OC(=O)NN=C1C2CC3CC(C2)CC1C3. As a reaction SMILES: [C:12]([NH:13][NH2:14])(=[O:15])[O:16][C:17]([CH3:18])([CH3:19])[CH3:20].[CH3:21][CH2:22][CH2:23][CH2:24][CH2:25][CH3:26].[CH:1]12[C:2](=[O:11])[CH:3]3[CH2:4][CH:5]([CH2:6][CH:7]([CH2:8]1)[CH2:9]3)[CH2:10]2>>[CH:1]12[C:2](=[N:14][NH:13][C:12](=[O:15])[O:16][C:17]([CH3:18])([CH3:19])[CH3:20])[CH:3]3[CH2:4][CH:5]([CH2:6][CH:7]([CH2:8]1)[CH2:9]3)[CH2:10]2. Starting materials: N(=[N+]=[N-])C1=C(C(=CC=C1)F)[N+](=O)[O-] (1-azido-3-fluoro-2-nitrobenzene), C1(=CC=CC=C1)P(C1=CC=CC=C1)C1=CC=CC=C1 (triphenylphosphine). Solvent: C1CCOC1 (THF), O (water). Run at time 45 minute. The product is FC=1C(=C(C=CC1)N=P(C1=CC=CC=C1)(C1=CC=CC=C1)C1=CC=CC=C1)[N+](=O)[O-] (3-Fluoro-2-nitro-N-(triphenylphosphoranylidene)benzenamine). Yield: 73.7%. As a reaction SMILES: [N:1]([C:4]1[CH:9]=[CH:8][CH:7]=[C:6]([F:10])[C:5]=1[N+:11]([O-:13])=[O:12])=[N+]=[N-].[C:14]1([P:20]([C:27]2[CH:32]=[CH:31][CH:30]=[CH:29][CH:28]=2)[C:21]2[CH:26]=[CH:25][CH:24]=[CH:23][CH:22]=2)[CH:19]=[CH:18][CH:17]=[CH:16][CH:15]=1>C1COCC1.O>[F:10][C:6]1[C:5]([N+:11]([O-:13])=[O:12])=[C:4]([N:1]=[P:20]([C:21]2[CH:22]=[CH:23][CH:24]=[CH:25][CH:26]=2)([C:27]2[CH:32]=[CH:31][CH:30]=[CH:29][CH:28]=2)[C:14]2[CH:15]=[CH:16][CH:17]=[CH:18][CH:19]=2)[CH:9]=[CH:8][CH:7]=1. Procedure: To a solution of 1-azido-3-fluoro-2-nitrobenzene (500 mg, 2.75 mmol) in THF (4 mL) and water (1 mL) was added triphenylphosphine (720 mg, 2.75 mmol). The reaction mixture was stirred at room temperature for 45 min then partitioned between water and EtOAc. The organic layer was separated and washed with brine, dried over Na2SO4, filtered and concentrated. The residue was subjected to flash chromatography (Si—PCC, Et2O) to give the desired product as a yellow solid (844 mg, 73%). LCMS (Method A): ... Starting materials: COC(C=CC1=CC(=C(C=C1)Cl)Cl)=O (3,4-dichlorocinnamic acid methyl ester), [N+](=O)([O-])C (nitromethane), CN(C(N(C)C)=N)C (tetramethylguanidine). Run in C(C)OCC (ethyl ether), Cl (hydrochloric acid). Reaction conditions: time 72 hour. Yields the product COC(CC(C[N+](=O)[O-])C1=CC(=C(C=C1)Cl)Cl)=O (4-nitro-3-(3,4-dichlorophenyl)butanoic acid methyl ester). As a reaction SMILES: [CH3:1][O:2][C:3](=[O:14])[CH:4]=[CH:5][C:6]1[CH:11]=[CH:10][C:9]([Cl:12])=[C:8]([Cl:13])[CH:7]=1.[N+:15]([CH3:18])([O-:17])=[O:16].CN(C)C(=N)N(C)C>C(OCC)C.Cl>[CH3:1][O:2][C:3](=[O:14])[CH2:4][CH:5]([C:6]1[CH:11]=[CH:10][C:9]([Cl:12])=[C:8]([Cl:13])[CH:7]=1)[CH2:18][N+:15]([O-:17])=[O:16]. Reported procedure: A mixture of 300 g of 3,4-dichlorocinnamic acid methyl ester, 400 g of nitromethane and 26 g of tetramethylguanidine is allowed to stir for 72 hours. The solution is diluted with ethyl ether and aqueous hydrochloric acid solution (1 N, 1 liter) is added. The organic layer is separated, dried over anhydrous magnesium sulfate, and evaporated to give 4-nitro-3-(3,4-dichlorophenyl)butanoic acid methyl ester.